This data is from the Open Reaction Database (ORD), a public repository of structured organic reaction records. The task is: describe an organic reaction: reactants, conditions, products, and yield Reactants: TEA, N(=[N+]=[N-])[C@H]1[C@@H]([C@@H](SC2=CC=CC=C2)O[C@H]([C@H]1OC(C1=CC=CC=C1)=O)C)OC(C(C)(C)C)=O (phenyl 3-azido-4-O-benzoyl-3,6-di-deoxy-2-O-pivaloyl-1-thio-β-L-galactopyranoside), C1=CC(=CC(=C1)Cl)C(=O)OO (mCPBA). The solvent is C(Cl)Cl (CH2Cl2), C(Cl)Cl (CH2Cl2), C(Cl)Cl (CH2Cl2). Reaction conditions: temperature -20 celsius. Yields the product N(=[N+]=[N-])[C@H]1[C@@H]([C@H](O[C@H]([C@H]1OC(C1=CC=CC=C1)=O)C)S(=O)C1=CC=CC=C1)OC(C(C)(C)C)=O (3-azido-4-O-benzoyl1,3,6-tri-deoxy-2-O-pivaloyl-1-(phenylsulfinyl)-β-L-galactopyranose). Yield: 82.7%. As a reaction SMILES: [N:1]([C@@H:4]1[C@H:16]([O:17][C:18](=[O:25])[C:19]2[CH:24]=[CH:23][CH:22]=[CH:21][CH:20]=2)[C@H:15]([CH3:26])[O:14][C@H:6]([S:7][C:8]2[CH:13]=[CH:12][CH:11]=[CH:10][CH:9]=2)[C@H:5]1[O:27][C:28](=[O:33])[C:29]([CH3:32])([CH3:31])[CH3:30])=[N+:2]=[N-:3].C1C=C(Cl)C=C(C(OO)=[O:42])C=1>C(Cl)Cl>[N:1]([C@@H:4]1[C@H:16]([O:17][C:18](=[O:25])[C:19]2[CH:20]=[CH:21][CH:22]=[CH:23][CH:24]=2)[C@H:15]([CH3:26])[O:14][C@H:6]([S:7]([C:8]2[CH:13]=[CH:12][CH:11]=[CH:10][CH:9]=2)=[O:42])[C@H:5]1[O:27][C:28](=[O:33])[C:29]([CH3:32])([CH3:31])[CH3:30])=[N+:2]=[N-:3]. Reported procedure: To a solution of phenyl 3-azido-4-O-benzoyl-3,6-di-deoxy-2-O-pivaloyl-1-thio-β-L-galactopyranoside (β-19) (270 mg, 0.575 mmol) in 10 mL of CH2Cl2 at -78° C. is added a solution of mCPBA (159 mg of 64% material, 0.920 mmol) in 2 mL of CH2Cl2. The reaction mixture is allowed to warm to -20° C. and then quenched with TEA (500 μL, 3.59 mmol). The reaction mixture is diluted with 10 mL of CH2Cl2. washed with saturated NaHSO3 (10 mL), saturated NaHCO3 (10 mL), dried over Na2SO4, filtered and concentra... Reactants: COC(CC1=CC(=CC=C1)OCCCN(CC(C)C1=CSC=C1)CC1=C(C(=CC=C1)C(F)(F)F)Cl)=O ((3-{3-[(2-Chloro-3-trifluoromethyl-benzyl)-(2-thiophen-3-yl-propyl)-amino]-propoxy}-phenyl)-acetic acid methyl ester), [H-].[H-].[H-].[H-].[Li+].[Al+3] (LiAlH4), [OH-].[Na+] (NaOH). The solvent is C1CCOC1 (THF). Conditions: time 10 minute. Yields the product amine, Cl.ClC1=C(CN(CCCOC=2C=C(C=CC2)CCO)CC(C)C2=CSC=C2)C=CC=C1C(F)(F)F (2-(3-{3-[(2-Chloro-3-trifluoromethyl-benzyl)-(2-thiophen-3-yl-propyl)-amino]-propoxy}-phenyl)-ethanol hydrochloride salt). The yield is 91.2%. As a reaction SMILES: C[O:2][C:3](=O)[CH2:4][C:5]1[CH:10]=[CH:9][CH:8]=[C:7]([O:11][CH2:12][CH2:13][CH2:14][N:15]([CH2:24][C:25]2[CH:30]=[CH:29][CH:28]=[C:27]([C:31]([F:34])([F:33])[F:32])[C:26]=2[Cl:35])[CH2:16][CH:17]([C:19]2[CH:23]=[CH:22][S:21][CH:20]=2)[CH3:18])[CH:6]=1.[H-].[H-].[H-].[H-].[Li+].[Al+3].[OH-].[Na+]>C1COCC1>[ClH:35].[Cl:35][C:26]1[C:27]([C:31]([F:34])([F:32])[F:33])=[CH:28][CH:29]=[CH:30][C:25]=1[CH2:24][N:15]([CH2:16][CH:17]([C:19]1[CH:23]=[CH:22][S:21][CH:20]=1)[CH3:18])[CH2:14][CH2:13][CH2:12][O:11][C:7]1[CH:6]=[C:5]([CH2:4][CH2:3][OH:2])[CH:10]=[CH:9][CH:8]=1 |f:1.2.3.4.5.6,7.8,10.11|. Procedure details: To a solution of (3-{3-[(2-Chloro-3-trifluoromethyl-benzyl)-(2-thiophen-3-yl-propyl)-amino]-propoxy}-phenyl)-acetic acid methyl ester (50 mg, 0.1 mmol) in THF (20 ml) was added LiAlH4 (0.2 ml, 11.0M in diethyl ether). After the reaction mixture was heated to reflux for 4 h it was cooled down to room temperature followed by the addition of NaOH (1 ml, 2N) to quench the reaction. The reaction mixture was filtered and the filtrate was concentrated. The crude product was purified by HPLC (YMC CombiP... Reactants: O=C([O-])[O-], Cc1ccccc1, [Cs+], [Cs+], COCCOc1ccn2c(-c3ccc4cccc(OS(=O)(=O)C(F)(F)F)c4n3)nnc2c1, CC(C)(C)OC(=O)N1CCNCC1. The product is COCCOc1ccn2c(-c3ccc4cccc(N5CCN(C(=O)OC(C)(C)C)CC5)c4n3)nnc2c1. RXN SMILES: [C:46](=[O:47])([O-:48])[O-:49].[CH3:52][c:53]1[cH:54][cH:55][cH:56][cH:57][cH:58]1.[Cs+:50].[Cs+:51].[F:1][C:2]([F:3])([F:4])[S:5]([O:6][c:7]1[cH:8][cH:9][cH:10][c:11]2[cH:12][cH:13][c:14](-[c:17]3[n:18][n:19][c:20]4[n:21]3[cH:22][cH:23][c:24]([O:26][CH2:27][CH2:28][O:29][CH3:30])[cH:25]4)[n:15][c:16]12)(=[O:31])=[O:32].[N:33]1([C:39](=[O:40])[O:41][C:42]([CH3:43])([CH3:44])[CH3:45])[CH2:34][CH2:35][NH:36][CH2:37][CH2:38]1>>[c:7]1([N:36]2[CH2:35][CH2:34][N:33]([C:39](=[O:40])[O:41][C:42]([CH3:43])([CH3:44])[CH3:45])[CH2:38][CH2:37]2)[cH:8][cH:9][cH:10][c:11]2[cH:12][cH:13][c:14](-[c:17]3[n:18][n:19][c:20]4[n:21]3[cH:22][cH:23][c:24]([O:26][CH2:27][CH2:28][O:29][CH3:30])[cH:25]4)[n:15][c:16]12. Reactants: ClC1=CC=C(C=C1)CN1C(=NC2=C1C(CCC2)=O)C(C)C (3-[(4-chlorophenyl)methyl]-2-(1-methylethyl)-3,5,6,7-tetrahydro-4H-benzimidazol-4-one), [BH4-].[Na+] (sodium borohydride). The solvent is CO (methanol), ClCCl (dichloromethane). Reaction conditions: time 1 hour. The product is ClC1=CC=C(C=C1)CN1C(=NC2=C1C(CCC2)O)C(C)C (1-[(4-chlorophenyl)methyl]-2-(1-methylethyl)-4,5,6,7-tetrahydro-1H-benzimidazol-7-ol). The yield is 55.0%. As a reaction SMILES: [Cl:1][C:2]1[CH:7]=[CH:6][C:5]([CH2:8][N:9]2[C:13]3[C:14](=[O:18])[CH2:15][CH2:16][CH2:17][C:12]=3[N:11]=[C:10]2[CH:19]([CH3:21])[CH3:20])=[CH:4][CH:3]=1.[BH4-].[Na+]>CO.ClCCl>[Cl:1][C:2]1[CH:3]=[CH:4][C:5]([CH2:8][N:9]2[C:13]3[CH:14]([OH:18])[CH2:15][CH2:16][CH2:17][C:12]=3[N:11]=[C:10]2[CH:19]([CH3:21])[CH3:20])=[CH:6][CH:7]=1 |f:1.2|. Procedure details: To a stirred solution of Intermediate 57 (300 mg) in a mixture of methanol (2.5 mL) and dichloromethane (2.5 mL) at ambient temperature was added sodium borohydride (75.0 mg) in one charge. The reaction was stirred at ambient temperature under an atmosphere of nitrogen for 1 hr (incomplete). Stirring continued for 16 hr. The reaction was partitioned between ethyl acetate (40 mL) and water (40 mL). The organic was dried (hydrophobic frit) and concentrated in vacuo to give the title compound (166 ... Starting materials: CN(C(NC1=C2C(OCC2=C(C(=C1C/C=C(/CCC(=O)OC)\C)CC)C)=O)=O)C (methyl (E)-6-[1,3-dihydro-4-(3,3-dimethylureido)-6-ethyl-7-methyl-3-oxoisobenzofuran-5-yl]-4-methyl-4-hexenoate), O (water), O.[OH-].[Li+] (lithium hydroxide monohydrate). Solvent: CO (methanol). Yields the product CN(C(NC1=C2C(OCC2=C(C(=C1C/C=C(/CCC(=O)O)\C)CC)C)=O)=O)C ((E)-6-[1,3-dihydro-4-(3,3-dimethylureido)-6-ethyl-7-methyl-3-oxoisobenzofuran-5-yl]-4-methyl-4-hexenoic acid). Reaction SMILES: [CH3:1][N:2]([CH3:29])[C:3](=[O:28])[NH:4][C:5]1[C:13]([CH2:14]/[CH:15]=[C:16](\[CH3:23])/[CH2:17][CH2:18][C:19]([O:21]C)=[O:20])=[C:12]([CH2:24][CH3:25])[C:11]([CH3:26])=[C:10]2[C:6]=1[C:7](=[O:27])[O:8][CH2:9]2.O.O.[OH-].[Li+]>CO>[CH3:29][N:2]([CH3:1])[C:3](=[O:28])[NH:4][C:5]1[C:13]([CH2:14]/[CH:15]=[C:16](\[CH3:23])/[CH2:17][CH2:18][C:19]([OH:21])=[O:20])=[C:12]([CH2:24][CH3:25])[C:11]([CH3:26])=[C:10]2[C:6]=1[C:7](=[O:27])[O:8][CH2:9]2 |f:2.3.4|. Procedure: To a solution of 0.3 g (0.74 mmol) of methyl (E)-6-[1,3-dihydro-4-(3,3-dimethylureido)-6-ethyl-7-methyl-3-oxoisobenzofuran-5-yl]-4-methyl-4-hexenoate in 7.4 ml of 4:1 methanol:water is added 0.13 g (2.96 mmol) of lithium hydroxide monohydrate. The solution is heated at 50°-60° C. for 4 hours. Upon cooling, the reaction is partitioned between aqueous sodium hydrogen sulfate and ethyl acetate. The organic layer is washed with brine, dried over magnesium sulfate, and concentrated to give (E)-6-[1,3... The reactants are BrC(C(C1=CC=C(C=C1)OC)(OC)OC)C (2-bromo-1,1-dimethoxy-1-(4-methoxyphenyl)-propane), C(C)(=O)[O-].[K+] (potassium acetate), C(=O)N (formamide). Reaction conditions: temperature 95 celsius, time 6 hour. Yields the product COC1=CC=C(C=C1)C(C(=O)O)C (2-(4-methoxyphenyl)-propionic acid). Yield: 4960.0%. Reaction SMILES: Br[CH:2](C)[C:3](OC)(OC)[C:4]1[CH:9]=[CH:8][C:7]([O:10][CH3:11])=[CH:6][CH:5]=1.[C:17]([O-:20])(=[O:19])C.[K+].C(N)=O>>[CH3:11][O:10][C:7]1[CH:6]=[CH:5][C:4]([CH:3]([CH3:2])[C:17]([OH:20])=[O:19])=[CH:9][CH:8]=1 |f:1.2|. Reported procedure: A mixture of 2-bromo-1,1-dimethoxy-1-(4-methoxyphenyl)-propane (3.6 g; 13 mmol), potassium acetate (2.5 g; 0.25 mmol) and formamide (25 ml) is heated at 95° C. under stirring for 6 h. The reaction mixture is worked up as described in example 1a to give 2-(4-methoxyphenyl)-propionic acid (2.2 g; 12.4 mmol; yield 96%), m.p. 56°-57° C. The reactants are FC1=CC=C(C=C1)B(O)O (4-fluorophenylboronic acid), C([O-])(O)=O.[Na+] (sodium bicarbonate), ClC1=CC(=NC2=CC(=CC=C12)CN1C(CCC1=O)=O)C#N (4-Chloro-7-[(2,5-dioxopyrrolidin-1-yl)methyl]quinoline-2-carbonitrile). Reagents/catalysts: C=1C=CC(=CC1)[P](C=2C=CC=CC2)(C=3C=CC=CC3)[Pd]([P](C=4C=CC=CC4)(C=5C=CC=CC5)C=6C=CC=CC6)([P](C=7C=CC=CC7)(C=8C=CC=CC8)C=9C=CC=CC9)[P](C=1C=CC=CC1)(C=1C=CC=CC1)C=1C=CC=CC1 (Pd(PPh3)4). Solvent: O1CCOCC1.O (dioxane water). Conditions: temperature 100 celsius. Product: O=C1N(C(CC1)=O)CC1=CC=C2C(=CC(=NC2=C1)C#N)C1=CC=C(C=C1)F (7-[(2,5-Dioxopyrrolidin-1-yl)methyl]-4-(4-fluorophenyl)quinoline-2-carbonitrile). As a reaction SMILES: [F:1][C:2]1[CH:7]=[CH:6][C:5](B(O)O)=[CH:4][CH:3]=1.C(=O)(O)[O-].[Na+].Cl[C:17]1[C:26]2[C:21](=[CH:22][C:23]([CH2:27][N:28]3[C:32](=[O:33])[CH2:31][CH2:30][C:29]3=[O:34])=[CH:24][CH:25]=2)[N:20]=[C:19]([C:35]#[N:36])[CH:18]=1>O1CCOCC1.O.C1C=CC([P]([Pd]([P](C2C=CC=CC=2)(C2C=CC=CC=2)C2C=CC=CC=2)([P](C2C=CC=CC=2)(C2C=CC=CC=2)C2C=CC=CC=2)[P](C2C=CC=CC=2)(C2C=CC=CC=2)C2C=CC=CC=2)(C2C=CC=CC=2)C2C=CC=CC=2)=CC=1>[O:33]=[C:32]1[CH2:31][CH2:30][C:29](=[O:34])[N:28]1[CH2:27][C:23]1[CH:22]=[C:21]2[C:26]([C:17]([C:5]3[CH:6]=[CH:7][C:2]([F:1])=[CH:3][CH:4]=3)=[CH:18][C:19]([C:35]#[N:36])=[N:20]2)=[CH:25][CH:24]=1 |f:1.2,4.5,^1:47,49,68,87|. Procedure: To a room temperature solution of 4-fluorophenylboronic acid (5.96 g, 42.6 mmol, 1.2 equiv.) in dioxane:water (10:1, 177 mL, 0.2 M) was added sodium bicarbonate (5.96 g, 71.0 mmol, 2.0 equiv.), 4-chloro-7-[(2,5-dioxopyrrolidin-1-yl)methyl]quinoline-2-carbonitrile (2-5, 10.6 g, 35.5 mmol), and Pd(PPh3)4 (4.1 g, 3.55 mmol, 0.1 equiv.). The resulting mixture was warmed to 100° C. for 4 hr. The reaction was then cooled to 0° C. and a precipitate formed. The solids were then collected by vacuum filtr... Starting materials: C(C)(C)(C)S(=O)N=C(C1=CC=C(C(=O)N(CC)CC)C=C1)C=1C=CC=C2C=CC=NC12 (4-[[(tert-butylsulfinyl)imino](8-quinolinyl)methyl]-N,N-diethylbenzamide), Cl (HCl), CCOCC (ether). Solvent: CO (MeOH). Yields the product NC(C1=CC=C(C(=O)N(CC)CC)C=C1)C=1C=CC=C2C=CC=NC12 ((+)-4-[amino(8-quinolinyl)methyl]-N,N-diethylbenzamide). RXN SMILES: C(S([N:7]=[C:8]([C:22]1[CH:23]=[CH:24][CH:25]=[C:26]2[C:31]=1[N:30]=[CH:29][CH:28]=[CH:27]2)[C:9]1[CH:21]=[CH:20][C:12]([C:13]([N:15]([CH2:18][CH3:19])[CH2:16][CH3:17])=[O:14])=[CH:11][CH:10]=1)=O)(C)(C)C.Cl.CCOCC>CO>[NH2:7][CH:8]([C:22]1[CH:23]=[CH:24][CH:25]=[C:26]2[C:31]=1[N:30]=[CH:29][CH:28]=[CH:27]2)[C:9]1[CH:21]=[CH:20][C:12]([C:13]([N:15]([CH2:18][CH3:19])[CH2:16][CH3:17])=[O:14])=[CH:11][CH:10]=1. Procedure: Treatment of 15 (135 mg, ˜0.30 mmol) with HCl in ether (0.3 mL, 0.6 mmol) in MeOH (2 mL) at 25° C., for 5 min. Concentration in vacuo, dilution with water, washing with EtOAc. The solution was then made basic with K2CO3(aq), extracted with and evaporated to give (+)-6 (53 mg, 53% from 14). 1H NMR (CDCl3): δ1.2 (m, 6H), 2.2 (s, 2H), 3.4 (m, 4H), 6.40 (s, 1H), 7.30-7.58 (m, 7H), 7.71 (m, 1H), 8.15 (m, 1 H), 8.92 (m, 1H).